From a dataset of the Open Reaction Database (ORD), a public repository of structured organic reaction records. describe an organic reaction: reactants, conditions, products, and yield Starting materials: Cl.Cl.NC1CCN(CC1)CCCC(=O)C1=CC=CC=C1 (4-amino-1-(4-phenyl-4-oxobutyl)piperidine dihydrochloride), ClC1=CC=C(C=C1)S(=O)(=O)Cl (p-chlorobenzenesulphonyl chloride). The product is ClC1=CC=C(C=C1)S(=O)(=O)NC1CCN(CC1)CCCC(=O)C1=CC=CC=C1 (4-(p-Chlorobenzenesulphonamido)1-(4-phenyl-4-oxobutyl)piperidine). Reaction SMILES: Cl.Cl.[NH2:3][CH:4]1[CH2:9][CH2:8][N:7]([CH2:10][CH2:11][CH2:12][C:13]([C:15]2[CH:20]=[CH:19][CH:18]=[CH:17][CH:16]=2)=[O:14])[CH2:6][CH2:5]1.[Cl:21][C:22]1[CH:27]=[CH:26][C:25]([S:28](Cl)(=[O:30])=[O:29])=[CH:24][CH:23]=1>>[Cl:21][C:22]1[CH:27]=[CH:26][C:25]([S:28]([NH:3][CH:4]2[CH2:9][CH2:8][N:7]([CH2:10][CH2:11][CH2:12][C:13]([C:15]3[CH:16]=[CH:17][CH:18]=[CH:19][CH:20]=3)=[O:14])[CH2:6][CH2:5]2)(=[O:30])=[O:29])=[CH:24][CH:23]=1 |f:0.1.2|. Procedure details: Using an analogous procedure to Example 2 4-amino-1-(4-phenyl-4-oxobutyl)piperidine dihydrochloride may be reacted with p-chlorobenzenesulphonyl chloride to give the title compound. The reactants are CCCCOc1cccc(C=O)c1, CC(=O)[O-], CC(=O)O, C[N+](=O)[O-], [NH4+]. Product: CCCCOc1cccc(C=C[N+](=O)[O-])c1. RXN SMILES: [CH2:1]([CH2:2][CH2:3][CH3:4])[O:5][c:6]1[cH:7][c:8]([CH:9]=[O:10])[cH:11][cH:12][cH:13]1.[CH3:19][C:20](=[O:21])[O-:22].[CH3:23][C:24](=[O:25])[OH:26].[N+:14](=[O:15])([O-:16])[CH3:17].[NH4+:18]>>[CH2:1]([CH2:2][CH2:3][CH3:4])[O:5][c:6]1[cH:7][c:8]([CH:9]=[CH:17][N+:14](=[O:15])[O-:16])[cH:11][cH:12][cH:13]1. Reaction SMILES: [C:29](=[O:30])([O-:31])[OH:32].[C:41]([O:42][CH2:43][CH3:44])(=[O:45])[CH3:46].[CH3:14][c:15]1[cH:16][c:17]([N:22]([NH2:23])[CH2:24][C:25](=[O:26])[O:27][CH3:28])[cH:18][c:19]([CH3:21])[cH:20]1.[CH3:34][c:35]1[cH:36][cH:37][cH:38][cH:39][cH:40]1.[CH3:47][CH2:48][CH2:49][CH2:50][CH2:51][CH3:52].[NH2:12][NH2:13].[Na+:33].[Na:8][O:9][C:10]#[N:11].[OH:1][C:2]([C:3]([F:4])([F:5])[F:6])=[O:7]>>[O:9]=[C:10]([NH2:11])[NH:23][N:22]([c:17]1[cH:16][c:15]([CH3:14])[cH:20][c:19]([CH3:21])[cH:18]1)[CH2:24][C:25](=[O:26])[O:27][CH3:28]. The reactants are O=C([O-])O, CCOC(C)=O, COC(=O)CN(N)c1cc(C)cc(C)c1, Cc1ccccc1, CCCCCC, NN, [Na+], N#CO[Na], O=C(O)C(F)(F)F. The product is COC(=O)CN(NC(N)=O)c1cc(C)cc(C)c1. The reactants are Cl (hydrochloric acid), COC(C1=C(N=C(C=C1)C)C1=CC=C(C=C1)C(F)(F)F)=O (6-Methyl-2-(4-trifluoromethyl-phenyl)nicotinic acid methyl ester), O (Water), [OH-].[Na+] (sodium hydroxide). Run in CO (methanol). Conditions: temperature 0 celsius, time 3 hour. Product: CC1=NC(=C(C(=O)O)C=C1)C1=CC=C(C=C1)C(F)(F)F (6-Methyl-2-(4-trifluoromethylphenyl)nicotinic acid). Isolated yield 94.0%. Reaction SMILES: C[O:2][C:3](=[O:21])[C:4]1[CH:9]=[CH:8][C:7]([CH3:10])=[N:6][C:5]=1[C:11]1[CH:16]=[CH:15][C:14]([C:17]([F:20])([F:19])[F:18])=[CH:13][CH:12]=1.[OH-].[Na+].O.Cl>CO>[CH3:10][C:7]1[CH:8]=[CH:9][C:4]([C:3]([OH:21])=[O:2])=[C:5]([C:11]2[CH:16]=[CH:15][C:14]([C:17]([F:19])([F:18])[F:20])=[CH:13][CH:12]=2)[N:6]=1 |f:1.2|. Reported procedure: 6-Methyl-2-(4-trifluoromethyl-phenyl)nicotinic acid methyl ester (7.26 g) was dissolved in methanol (30 mL). 4M sodium hydroxide (7.2 mL) was added thereto at 0° C. under cooling. The mixture was stirred at 45° C. for 3 hours. Water (30 mL) was added to the mixture at 0° C. under cooling, followed by acidification (pH=3) with 1M hydrochloric acid (about 30 mL) to give the precipitate. The precipitate was filtered and dried to give the title compound as a colorless solid (6.5 g). 1H-NMR (δ, 300 M... Reactants: Cl (hydrochloric acid), [Na] (sodium), ClC=1C=C(C=CC1Cl)C(F)(F)F (3,4-dichloro-α,α,α-trifluorotoluene), ice, [H-].[Na+] (sodium hydride), OC1=C(C#N)C=CC(=C1)O (2,4-dihydroxybenzonitrile). Reagents/catalysts: [Cu] (copper). Solvent: CS(=O)C (dimethyl sulphoxide), CS(=O)C (dimethyl sulphoxide). Reaction conditions: temperature 115 celsius, time 68 hour. Product: ClC1=C(C=CC(=C1)OC=1C=C(C(C#N)=CC1)O)C(F)(F)F (4-[(2-chloro-α,α,α-trifluoro-p-tolyl)oxy]-salicylonitrile). Reaction SMILES: [H-].[Na+].[OH:3][C:4]1[CH:11]=[C:10]([OH:12])[CH:9]=[CH:8][C:5]=1[C:6]#[N:7].[Na].Cl[C:15]1[CH:16]=[C:17]([C:22]([F:25])([F:24])[F:23])[CH:18]=[CH:19][C:20]=1Cl.[ClH:26]>CS(C)=O.[Cu]>[Cl:26][C:18]1[CH:19]=[C:20]([O:12][C:10]2[CH:11]=[C:4]([OH:3])[C:5](=[CH:8][CH:9]=2)[C:6]#[N:7])[CH:15]=[CH:16][C:17]=1[C:22]([F:25])([F:24])[F:23] |f:0.1,^1:12|. Reported procedure: To a suspension of 19.2 g of sodium hydride in 400 ml of dimethyl sulphoxide is added dropwise a solution of 54.0 g of 2,4-dihydroxybenzonitrile in 200 ml of dimethyl sulphoxide. After formation of the sodium salt 86.0 g of 3,4-dichloro-α,α,α-trifluorotoluene and 0.1 g of copper powder are added and the reaction mixture is stirred at 115° C. for 68 hours. Then the mixture is poured onto 2 kg of ice and the aqueous mixture acidified with concentrated hydrochloric acid and extracted severl times w... The reactants are ClCCl, Cc1ccc2c(N3CCC(NC(=O)OC4CCOC4)C3)nc(-c3c(O)cccc3F)nc2c1. Product: Cl, Cc1ccc2c(N3CCC(NC(=O)OC4CCOC4)C3)nc(-c3c(O)cccc3F)nc2c1. As a reaction SMILES: [Cl:34][CH2:35][Cl:36].[F:1][c:2]1[c:3](-[c:9]2[n:10][c:11]3[cH:12][c:13]([CH3:33])[cH:14][cH:15][c:16]3[c:17]([N:19]3[CH2:20][CH:21]([NH:24][C:25]([O:26][CH:27]4[CH2:28][O:29][CH2:30][CH2:31]4)=[O:32])[CH2:22][CH2:23]3)[n:18]2)[c:4]([OH:8])[cH:5][cH:6][cH:7]1>>[ClH:34].[F:1][c:2]1[c:3](-[c:9]2[n:10][c:11]3[cH:12][c:13]([CH3:33])[cH:14][cH:15][c:16]3[c:17]([N:19]3[CH2:20][CH:21]([NH:24][C:25]([O:26][CH:27]4[CH2:28][O:29][CH2:30][CH2:31]4)=[O:32])[CH2:22][CH2:23]3)[n:18]2)[c:4]([OH:8])[cH:5][cH:6][cH:7]1. The reactants are O=C(Cl)c1ccc(F)cc1F, Nc1ccc(F)c([N+](=O)[O-])c1, C1COCCO1. Product: O=C(Nc1ccc(F)c([N+](=O)[O-])c1)c1ccc(F)cc1F. Reaction SMILES: [F:12][c:13]1[c:14]([C:15](=[O:16])[Cl:17])[cH:18][cH:19][c:20]([F:22])[cH:21]1.[NH2:1][c:2]1[cH:3][cH:4][c:5]([F:6])[c:7]([N+:9]([O-:10])=[O:11])[cH:8]1.[O:23]1[CH2:24][CH2:25][O:26][CH2:27][CH2:28]1>>[NH:1]([c:2]1[cH:3][cH:4][c:5]([F:6])[c:7]([N+:9]([O-:10])=[O:11])[cH:8]1)[C:15]([c:14]1[c:13]([F:12])[cH:21][c:20]([F:22])[cH:19][cH:18]1)=[O:16].